From a dataset of the Open Reaction Database (ORD), a public repository of structured organic reaction records. describe an organic reaction: reactants, conditions, products, and yield The reactants are C(C1=CC=CC=C1)N (benzylamine), C(C1=CC=CC=C1)OC(=O)N[C@@H](CC(C)C)C(=O)NOP(O)(=O)C ([(N-benzyloxycarbonyl-L-leucyl)amino]-methylphosphonic acid). Yields the product N[C@@H](CC(C)C)C(=O)NOP(O)(=O)C ((L-leucylamino)-methylphosphonic acid). Reaction SMILES: C(N)C1C=CC=CC=1.C(OC([NH:19][C@H:20]([C:25]([NH:27][O:28][P:29]([CH3:32])(=[O:31])[OH:30])=[O:26])[CH2:21][CH:22]([CH3:24])[CH3:23])=O)C1C=CC=CC=1>>[NH2:19][C@H:20]([C:25]([NH:27][O:28][P:29]([CH3:32])(=[O:30])[OH:31])=[O:26])[CH2:21][CH:22]([CH3:24])[CH3:23]. Procedure: In a manner analogous to Example 1(b), starting from the benzylamine salt of [(N-benzyloxycarbonyl-L-leucyl)amino]-methylphosphonic acid there was obtained (L-leucylamino)-methylphosphonic acid of melting point 262°-264° C (decomposition); [α]D20 = +59.7° (c = 0.67% in water).